From a dataset of the Open Reaction Database (ORD), a public repository of structured organic reaction records. describe an organic reaction: reactants, conditions, products, and yield Starting materials: [C@H]12N[C@@H](C[C@@H]2C1)CNC(C(F)(F)F)=O (N-[(1S,3S,5S)-2-aza-bicyclo[3.1.0]hex-3-ylmethyl]-2,2,2-trifluoro-acetamide), CC=1SC(=C(N1)C(=O)O)C=1C=C(C=CC1)C (2-methyl-5-m-tolyl-thiazole-4-carboxylic acid). Yields the product FC(C(=O)NC[C@H]1N([C@H]2C[C@H]2C1)C(=O)C=1N=C(SC1C=1C=C(C=CC1)C)C)(F)F (2,2,2-Trifluoro-N-[(1S,3S,5S)-2-(2-methyl-5-m-tolyl-thiazole-4-carbonyl)-2-aza-bicyclo[3.1.0]hex-3-ylmethyl]-acetamide). RXN SMILES: [C@H:1]12[CH2:6][C@H:5]1[CH2:4][C@@H:3]([CH2:7][NH:8][C:9](=[O:14])[C:10]([F:13])([F:12])[F:11])[NH:2]2.[CH3:15][C:16]1[S:17][C:18]([C:24]2[CH:25]=[C:26]([CH3:30])[CH:27]=[CH:28][CH:29]=2)=[C:19]([C:21](O)=[O:22])[N:20]=1>>[F:11][C:10]([F:12])([F:13])[C:9]([NH:8][CH2:7][C@@H:3]1[CH2:4][C@H:5]2[C@H:1]([CH2:6]2)[N:2]1[C:21]([C:19]1[N:20]=[C:16]([CH3:15])[S:17][C:18]=1[C:24]1[CH:25]=[C:26]([CH3:30])[CH:27]=[CH:28][CH:29]=1)=[O:22])=[O:14]. Procedure details: prepared by reaction of N-[(1S,3S,5S)-2-aza-bicyclo[3.1.0]hex-3-ylmethyl]-2,2,2-trifluoro-acetamide with 2-methyl-5-m-tolyl-thiazole-4-carboxylic acid. LC-MS (acidic): tR=0.99 min; [M+H]+=424.1. As a reaction SMILES: [ClH:24].[F:1][c:2]1[cH:3][cH:4][c:5]2[c:6]([nH:7][c:8](-[c:10]3[cH:11][cH:12][cH:13][c:14]4[c:18]3-[n:17]3[c:16]([cH:21][cH:20][cH:19]3)[C:15]4=[O:22])[n:9]2)[cH:23]1.[NH2:25][OH:26].[cH:27]1[cH:28][cH:29][n:30][cH:31][cH:32]1>>[F:1][c:2]1[cH:3][cH:4][c:5]2[c:6]([nH:7][c:8](-[c:10]3[cH:11][cH:12][cH:13][c:14]4[c:18]3-[n:17]3[c:16]([cH:21][cH:20][cH:19]3)[C:15]4=[N:25][OH:26])[n:9]2)[cH:23]1. Reactants: Cl, O=C1c2cccc(-c3nc4ccc(F)cc4[nH]3)c2-n2cccc21, NO, c1ccncc1. Product: ON=C1c2cccc(-c3nc4ccc(F)cc4[nH]3)c2-n2cccc21. The reactants are Cc1ccccc1, Nc1ccccc1C1CC1C1CC1, Cn1cc(C(=O)Cl)c(C(F)F)n1. Yields the product Cn1cc(C(=O)Nc2ccccc2C2CC2C2CC2)c(C(F)F)n1. As a reaction SMILES: [CH3:26][c:27]1[cH:28][cH:29][cH:30][cH:31][cH:32]1.[CH:13]1([CH:23]2[CH2:24][CH2:25]2)[CH:14]([c:16]2[c:17]([NH2:22])[cH:18][cH:19][cH:20][cH:21]2)[CH2:15]1.[F:1][CH:2]([c:3]1[n:4][n:5]([CH3:11])[cH:6][c:7]1[C:8](=[O:9])[Cl:10])[F:12]>>[F:1][CH:2]([c:3]1[n:4][n:5]([CH3:11])[cH:6][c:7]1[C:8](=[O:9])[NH:22][c:17]1[c:16]([CH:14]2[CH:13]([CH:23]3[CH2:24][CH2:25]3)[CH2:15]2)[cH:21][cH:20][cH:19][cH:18]1)[F:12]. RXN SMILES: [SH:1][C:2]1[N:7]=[C:6]([NH2:8])[CH:5]=[C:4]([NH2:9])[N:3]=1.[Br:10][CH:11]([C:14]1[CH:19]=[CH:18][CH:17]=[CH:16][CH:15]=1)[CH2:12]Br.C(=O)([O-])[O-].[K+].[K+]>CN(C)C=O>[BrH:10].[NH2:9][C:4]1[N:3]=[C:2]2[S:1][CH:11]([C:14]3[CH:19]=[CH:18][CH:17]=[CH:16][CH:15]=3)[CH2:12][N:7]2[C:6](=[NH:8])[CH:5]=1 |f:2.3.4,6.7|. The yield is 79.9%. Run at temperature 45 celsius, time 6 hour. Procedure: A mixture of 14.2 g (0.1 mole) of 2-mercapto-4,6-diamino-pyrimidine, 30.4 g (0.115 mole) of (1,2-dibromo-ethyl)-benzene, 200 ml of dimethyl formamide and 13.8 g (0.1 mole) of potassium carbonate is stirred at 45° C. for 6 hours. The reaction mixture is cooled, the precipitate is filtered, washed with water and dried. Thus 26.0 g of the desired compound are obtained, yield 80%, m.p.: above 300° C. Solvent: CN(C=O)C (dimethyl formamide). Starting materials: SC1=NC(=CC(=N1)N)N (2-mercapto-4,6-diamino-pyrimidine), BrC(CBr)C1=CC=CC=C1 ((1,2-dibromo-ethyl)-benzene), C([O-])([O-])=O.[K+].[K+] (potassium carbonate). Product: Br.NC=1N=C2N(C(C1)=N)CC(S2)C2=CC=CC=C2 (7-Amino-2-phenyl-5-imino-2,3-dihydro-5H-thiazolo[3,2-a]pyrimidine-hydrobromide). Reactants: CS(=O)(=O)Cl, Oc1ccc2c(c1)CCN(c1ccc(F)cc1)C2Cc1ccc(OCCC2CCCCN2)cc1, c1ccncc1. Product: CS(=O)(=O)Oc1ccc2c(c1)CCN(c1ccc(F)cc1)C2Cc1ccc(OCCC2CCCCN2)cc1. RXN SMILES: [CH3:35][S:36](=[O:37])(=[O:38])[Cl:39].[F:1][c:2]1[cH:3][cH:4][c:5]([N:8]2[CH:9]([CH2:19][c:20]3[cH:21][cH:22][c:23]([O:26][CH2:27][CH2:28][CH:29]4[NH:30][CH2:31][CH2:32][CH2:33][CH2:34]4)[cH:24][cH:25]3)[c:10]3[cH:11][cH:12][c:13]([OH:18])[cH:14][c:15]3[CH2:16][CH2:17]2)[cH:6][cH:7]1.[cH:40]1[cH:41][cH:42][n:43][cH:44][cH:45]1>>[F:1][c:2]1[cH:3][cH:4][c:5]([N:8]2[CH:9]([CH2:19][c:20]3[cH:21][cH:22][c:23]([O:26][CH2:27][CH2:28][CH:29]4[NH:30][CH2:31][CH2:32][CH2:33][CH2:34]4)[cH:24][cH:25]3)[c:10]3[cH:11][cH:12][c:13]([O:18][S:36]([CH3:35])(=[O:37])=[O:38])[cH:14][c:15]3[CH2:16][CH2:17]2)[cH:6][cH:7]1.